From a dataset of the Open Reaction Database (ORD), a public repository of structured organic reaction records. describe an organic reaction: reactants, conditions, products, and yield Reactants: CCO, CCCP(=O)(CCC)Cc1ccc([N+](=O)[O-])cc1. The product is CCCP(=O)(CCC)Cc1ccc(N)cc1. RXN SMILES: [CH3:19][CH2:20][OH:21].[N+:1]([O-:2])(=[O:3])[c:4]1[cH:5][cH:6][c:7]([CH2:8][P:9]([CH2:10][CH2:11][CH3:12])([CH2:13][CH2:14][CH3:15])=[O:16])[cH:17][cH:18]1>>[NH2:1][c:4]1[cH:5][cH:6][c:7]([CH2:8][P:9]([CH2:10][CH2:11][CH3:12])([CH2:13][CH2:14][CH3:15])=[O:16])[cH:17][cH:18]1. Reactants: O=C(O)C1C2CCC1CC2, NC1CCN(CCc2ccccc2)C1. The product is O=C(NC1CCN(CCc2ccccc2)C1)C1C2CCC1CC2. RXN SMILES: [CH:1]12[CH2:2][CH2:3][CH:4]([CH2:5][CH2:6]1)[CH:7]2[C:8](=[O:9])[OH:10].[NH2:11][CH:12]1[CH2:13][N:14]([CH2:17][CH2:18][c:19]2[cH:20][cH:21][cH:22][cH:23][cH:24]2)[CH2:15][CH2:16]1>>[CH:1]12[CH2:2][CH2:3][CH:4]([CH2:5][CH2:6]1)[CH:7]2[C:8](=[O:10])[NH:11][CH:12]1[CH2:13][N:14]([CH2:17][CH2:18][c:19]2[cH:20][cH:21][cH:22][cH:23][cH:24]2)[CH2:15][CH2:16]1. Reactants: CCOC(=O)c1nc2c(C#N)c(C)c(-c3ccccc3)c(F)c2o1, C[Al](C)C, CNCC(=O)N(C)C, ClCCl, Cl. Product: Cc1c(-c2ccccc2)c(F)c2oc(C(=O)N(C)CC(=O)N(C)C)nc2c1C#N. Reaction SMILES: [C:13](#[N:14])[c:15]1[c:16]([CH3:36])[c:17](-[c:30]2[cH:31][cH:32][cH:33][cH:34][cH:35]2)[c:18]([F:29])[c:19]2[c:20]1[n:21][c:22]([C:24](=[O:25])[O:26][CH2:27][CH3:28])[o:23]2.[CH3:1][Al:2]([CH3:3])[CH3:4].[CH3:5][N:6]([C:7]([CH2:8][NH:9][CH3:10])=[O:11])[CH3:12].[Cl:38][CH2:39][Cl:40].[ClH:37]>>[CH3:5][N:6]([C:7]([CH2:8][N:9]([CH3:10])[C:24]([c:22]1[n:21][c:20]2[c:15]([C:13]#[N:14])[c:16]([CH3:36])[c:17](-[c:30]3[cH:31][cH:32][cH:33][cH:34][cH:35]3)[c:18]([F:29])[c:19]2[o:23]1)=[O:25])=[O:11])[CH3:12]. Starting materials: C([O-])([O-])=O.[K+].[K+] (potassium carbonate), O1CCCC1 (tetrahydrofuran), CN1N=CC(=C1C1=CC=C(C=C1)C(F)(F)F)C#C[Si](C)(C)C (1-methyl-5-[4-(trifluoromethyl)phenyl]-4-[(trimethylsilyl)ethynyl]-1H-pyrazole). Yield: 86.3%. Conditions: time 4.5 hour. Solvent: CO (methanol). Reaction SMILES: C(=O)([O-])[O-].[K+].[K+].O1CCCC1.[CH3:12][N:13]1[C:17]([C:18]2[CH:23]=[CH:22][C:21]([C:24]([F:27])([F:26])[F:25])=[CH:20][CH:19]=2)=[C:16]([C:28]#[C:29][Si](C)(C)C)[CH:15]=[N:14]1>CO>[C:28]([C:16]1[CH:15]=[N:14][N:13]([CH3:12])[C:17]=1[C:18]1[CH:19]=[CH:20][C:21]([C:24]([F:27])([F:26])[F:25])=[CH:22][CH:23]=1)#[CH:29] |f:0.1.2|. Procedure: Under cooling in an ice bath, potassium carbonate (148 mg) was added to a tetrahydrofuran (16 mL) and methanol (36 mL) solution of 1-methyl-5-[4-(trifluoromethyl)phenyl]-4-[(trimethylsilyl)ethynyl]-1H-pyrazole (3.45 g), and the obtained solution was then stirred for 4.5 hours. Thereafter, the reaction solution was filtrated with Celite, and the filtrate was then concentrated under a reduced pressure. The residue was diluted with ethyl acetate, and was then washed with a saturated ammonium chlori... Yields the product C(#C)C=1C=NN(C1C1=CC=C(C=C1)C(F)(F)F)C (4-Ethynyl-1-methyl-5-[4-(trifluoromethyl)phenyl]-1H-pyrazole). The reactants are O=C=Nc1ccccc1Br, ClCCl, NC1CN(c2ccc(C(F)(F)F)cn2)C1. Yields the product O=C(Nc1ccccc1Br)NC1CN(c2ccc(C(F)(F)F)cn2)C1. As a reaction SMILES: [Br:16][c:17]1[c:18]([N:23]=[C:24]=[O:25])[cH:19][cH:20][cH:21][cH:22]1.[Cl:26][CH2:27][Cl:28].[F:1][C:2]([c:3]1[cH:4][cH:5][c:6]([N:9]2[CH2:10][CH:11]([NH2:13])[CH2:12]2)[n:7][cH:8]1)([F:14])[F:15]>>[F:1][C:2]([c:3]1[cH:4][cH:5][c:6]([N:9]2[CH2:10][CH:11]([NH:13][C:24]([NH:23][c:18]3[c:17]([Br:16])[cH:22][cH:21][cH:20][cH:19]3)=[O:25])[CH2:12]2)[n:7][cH:8]1)([F:14])[F:15]. Reactants: CN(C)C=O, [Cl-], C=C1N(CC)C(=O)OC12CCN(CCCCl)CC2, [H-], [NH4+], [Na+], c1ccc2c(c1)Nc1ccccc1S2. The product is C=C1N(CC)C(=O)OC12CCN(CCCN1c3ccccc3Sc3ccccc31)CC2. RXN SMILES: [CH3:37][N:38]([CH3:39])[CH:40]=[O:41].[Cl-:35].[Cl:17][CH2:18][CH2:19][CH2:20][N:21]1[CH2:22][CH2:23][C:24]2([C:25](=[CH2:32])[N:26]([CH2:30][CH3:31])[C:27](=[O:29])[O:28]2)[CH2:33][CH2:34]1.[H-:1].[NH4+:36].[Na+:2].[cH:3]1[cH:4][cH:5][cH:6][c:7]2[c:16]1[NH:15][c:14]1[c:9]([cH:10][cH:11][cH:12][cH:13]1)[S:8]2>>[cH:3]1[cH:4][cH:5][cH:6][c:7]2[c:16]1[N:15]([CH2:18][CH2:19][CH2:20][N:21]1[CH2:22][CH2:23][C:24]3([C:25](=[CH2:32])[N:26]([CH2:30][CH3:31])[C:27](=[O:29])[O:28]3)[CH2:33][CH2:34]1)[c:14]1[c:9]([cH:10][cH:11][cH:12][cH:13]1)[S:8]2. Reactants: CC(C(=O)O)S(=O)C1=NN=CS1 (2-methyl-1,3,4-thiadiazol-5-ylsulfinylacetic acid), NC1[C@@H]2N(C(=C(CS2)CN=[N+]=[N-])C(=O)O)C1=O (7-amino-3-azidomethyl-3-cephem-4-carboxylic acid). Product: CC(C(=O)NC1[C@@H]2N(C(=C(CS2)CN=[N+]=[N-])C(=O)O)C1=O)S(=O)C1=NN=CS1 (7-(2-methyl-1,3,4-thiadiazol-5-ylsulfinylacetamido)-3-azidomethyl-3-cephem-4-carboxylic acid). RXN SMILES: [CH3:1][CH:2]([S:6]([C:8]1[S:12][CH:11]=[N:10][N:9]=1)=[O:7])[C:3]([OH:5])=O.[NH2:13][CH:14]1[C:28](=[O:29])[N:16]2[C:17]([C:25]([OH:27])=[O:26])=[C:18]([CH2:21][N:22]=[N+:23]=[N-:24])[CH2:19][S:20][C@H:15]12>>[CH3:1][CH:2]([S:6]([C:8]1[S:12][CH:11]=[N:10][N:9]=1)=[O:7])[C:3]([NH:13][CH:14]1[C:28](=[O:29])[N:16]2[C:17]([C:25]([OH:27])=[O:26])=[C:18]([CH2:21][N:22]=[N+:23]=[N-:24])[CH2:19][S:20][C@H:15]12)=[O:5]. Procedure: 412 mg. of 2-methyl-1,3,4-thiadiazol-5-ylsulfinylacetic acid and 7-amino-3-azidomethyl-3-cephem-4-carboxylic acid were reacted in the same manner as described in Example 28 and 124 mg. of 7-(2-methyl-1,3,4-thiadiazol-5-ylsulfinylacetamido)-3-azidomethyl-3-cephem-4-carboxylic acid were obtained.